This data is from the Open Reaction Database (ORD), a public repository of structured organic reaction records. The task is: describe an organic reaction: reactants, conditions, products, and yield Reactants: OCCBr, [K+], [K+], O=C([O-])[O-], CN(C)C=O, CC(C)Oc1ccc(C=O)cc1O. Product: CC(C)Oc1ccc(C=O)cc1OCCO. RXN SMILES: [Br:14][CH2:15][CH2:16][OH:17].[K+:18].[K+:19].[O-:20][C:21]([O-:22])=[O:23].[O:24]=[CH:25][N:26]([CH3:27])[CH3:28].[OH:1][c:2]1[cH:3][c:4]([CH:5]=[O:6])[cH:7][cH:8][c:9]1[O:10][CH:11]([CH3:12])[CH3:13]>>[O:1]([c:2]1[cH:3][c:4]([CH:5]=[O:6])[cH:7][cH:8][c:9]1[O:10][CH:11]([CH3:12])[CH3:13])[CH2:15][CH2:16][OH:17]. The reactants are ClC1=NC2=CC=CC=C2C(=C1)C1=CC=C(C=C1)F (2-chloro-4-(4-fluorophenyl)quinoline), OCCN1CCNCC1 (1-(2-hydroxyethyl)piperazine), Cl (hydrogen chloride). Run in O (water). Run at temperature 130 celsius, time 3 hour. Product: Cl.Cl.OCCN1CCN(CC1)C1=NC2=CC=CC=C2C(=C1)C1=CC=C(C=C1)F (2-[4-(2-hydroxyethyl)-1-piperazinyl]-4-(4-fluorophenyl)quinoline dihydrochloride). As a reaction SMILES: [Cl:1][C:2]1[CH:11]=[C:10]([C:12]2[CH:17]=[CH:16][C:15]([F:18])=[CH:14][CH:13]=2)[C:9]2[C:4](=[CH:5][CH:6]=[CH:7][CH:8]=2)[N:3]=1.[OH:19][CH2:20][CH2:21][N:22]1[CH2:27][CH2:26][NH:25][CH2:24][CH2:23]1.[ClH:28]>O>[ClH:1].[ClH:28].[OH:19][CH2:20][CH2:21][N:22]1[CH2:27][CH2:26][N:25]([C:2]2[CH:11]=[C:10]([C:12]3[CH:17]=[CH:16][C:15]([F:18])=[CH:14][CH:13]=3)[C:9]3[C:4](=[CH:5][CH:6]=[CH:7][CH:8]=3)[N:3]=2)[CH2:24][CH2:23]1 |f:4.5.6|. Procedure details: A mixture of 16 g of 2-chloro-4-(4-fluorophenyl)quinoline and 25.4 g of 1-(2-hydroxyethyl)piperazine is stirred at 130° C. for 3 hours. After cooling, water is added and the resulting mixture is extracted with ethyl acetate. The organic layer is dried over anhydrous sodium sulfate and concentrated under reduced pressure. The residue is chromatographed on silica gel (150 g) with chloroform - methanol (100 : 1). The eluates pooled are concentrated to give an oily residue, which is treated with eth... The reactants are IC1=C(C(=O)Cl)C(=C(C(=C1C(=O)Cl)I)N)I (2,4,6-triiodo-5-amino-isophthalic acid dichloride), C(C)(=O)Cl (acetyl chloride), O (water). Reaction conditions: time 8 hour. Isolated yield 99.0%. Reaction SMILES: [I:1][C:2]1[C:10]([C:11]([Cl:13])=[O:12])=[C:9]([I:14])[C:8]([NH2:15])=[C:7]([I:16])[C:3]=1[C:4]([Cl:6])=[O:5].[C:17](Cl)(=[O:19])[CH3:18].O>CC(N(C)C)=O>[I:1][C:2]1[C:3]([C:4]([Cl:6])=[O:5])=[C:7]([I:16])[C:8]([NH:15][C:17](=[O:19])[CH3:18])=[C:9]([I:14])[C:10]=1[C:11]([Cl:13])=[O:12]. Product: IC1=C(C(=O)Cl)C(=C(C(=C1C(=O)Cl)I)NC(C)=O)I (2,4,6-triiodo-5-acetamido-isophthalic acid dichloride). The solvent is CC(=O)N(C)C (DMAC). Procedure: To 2,4,6-triiodo-5-amino-isophthalic acid dichloride (150 g; 0.252 mole) in DMAC (300 ml) is added acetyl chloride (80 ml; 4 times the theoretical amount). The mixture is stirred overnight in an ice-water bath. It is then poured over water (1.5 liter). The resulting material is then filtered and washed twice with water, after which it is dried in an oven at 45° C, to give 159 g of product (i.e., in a yield of 99%). Starting materials: [H-].[Al+3].[Li+].[H-].[H-].[H-] (lithium aluminum hydride), N(=[N+]=[N-])C1CCN(CC1)CC1=CC=C(O1)C(=O)N1CCCCC1 (1-[5-(4-azidopiperidinomethyl)-2-furancarbonyl]piperidine), O (water), [OH-].[Na+] (sodium hydroxide), O (water). The solvent is O1CCCC1 (tetrahydrofuran), O1CCCC1 (tetrahydrofuran). Conditions: temperature 0 celsius, time 30 minute. Product: NC1CCN(CC1)CC=1OC(=CC1)CN1CCCCC1 (2-(4-amino-piperidinomethyl)-5-piperidinomethylfuran). The yield is 91.1%. RXN SMILES: [H-].[Al+3].[Li+].[H-].[H-].[H-].[N:7]([CH:10]1[CH2:15][CH2:14][N:13]([CH2:16][C:17]2[O:21][C:20]([C:22]([N:24]3[CH2:29][CH2:28][CH2:27][CH2:26][CH2:25]3)=O)=[CH:19][CH:18]=2)[CH2:12][CH2:11]1)=[N+]=[N-].O.[OH-].[Na+]>O1CCCC1>[NH2:7][CH:10]1[CH2:11][CH2:12][N:13]([CH2:16][C:17]2[O:21][C:20]([CH2:22][N:24]3[CH2:25][CH2:26][CH2:27][CH2:28][CH2:29]3)=[CH:19][CH:18]=2)[CH2:14][CH2:15]1 |f:0.1.2.3.4.5,8.9|. Procedure details: In 100 ml of dry tetrahydrofuran was suspended 1.1 g (28.8 mmol) of lithium aluminum hydride, and under nitrogen stream a solution of 2.28 g (7.2 mmol) of Compound v in 50 ml of dry tetrahydrofuran was added dropwise at room temperature. After completion of dropwise addition, the mixture was heated under reflux for 20 hours. The reaction mixture was ice-cooled and 2.2 ml of water, 1.1 ml of 20% aqueous sodium hydroxide solution and 5.5 ml of water were serially added gradually. The mixture was s...